describe an organic reaction: reactants, conditions, products, and yield From a dataset of the Open Reaction Database (ORD), a public repository of structured organic reaction records. Reactants: CNc1c([N+](=O)[O-])cc(C(=O)OC)c2c1CC(C)(C)O2, CO, Cl, [Fe]. The product is CNc1c(N)cc(C(=O)OC)c2c1CC(C)(C)O2. As a reaction SMILES: [CH3:1][C:2]1([CH3:20])[O:3][c:4]2[c:5]([c:7]([NH:18][CH3:19])[c:8]([N+:15]([O-:16])=[O:17])[cH:9][c:10]2[C:11](=[O:12])[O:13][CH3:14])[CH2:6]1.[CH3:23][OH:24].[ClH:21].[Fe:22]>>[CH3:1][C:2]1([CH3:20])[O:3][c:4]2[c:5]([c:7]([NH:18][CH3:19])[c:8]([NH2:15])[cH:9][c:10]2[C:11](=[O:12])[O:13][CH3:14])[CH2:6]1. The reactants are OC1=CC=C(C=C1)CCNC1=NC=CC(=N1)C=1C=C(C(=O)O)C=CC1 (3-{2-[2-(4-Hydroxy-phenyl)-ethylamino]-pyrimidin-4-yl}-benzoic acid), C(C)(C)(C)OC(=O)N1C(CCCC1)CN (2-aminomethyl-piperidine-1-carboxylic acid tert-butyl ester), C(CCl)Cl (EDC). Solvent: CN(C)C=O (DMF). Product: OC1=CC=C(C=C1)CCNC1=NC=CC(=N1)C=1C=C(C(=O)NCC2NCCCC2)C=CC1 (3-{2-[2-(4-Hydroxy-phenyl)-ethylamino]-pyrimidin-4-yl}-N-piperidin-2-ylmethyl-benzamide). RXN SMILES: [OH:1][C:2]1[CH:7]=[CH:6][C:5]([CH2:8][CH2:9][NH:10][C:11]2[N:16]=[C:15]([C:17]3[CH:18]=[C:19]([CH:23]=[CH:24][CH:25]=3)[C:20]([OH:22])=O)[CH:14]=[CH:13][N:12]=2)=[CH:4][CH:3]=1.C(OC([N:33]1[CH2:38][CH2:37][CH2:36][CH2:35][CH:34]1[CH2:39][NH2:40])=O)(C)(C)C.C(Cl)CCl>CN(C=O)C>[OH:1][C:2]1[CH:7]=[CH:6][C:5]([CH2:8][CH2:9][NH:10][C:11]2[N:16]=[C:15]([C:17]3[CH:18]=[C:19]([CH:23]=[CH:24][CH:25]=3)[C:20]([NH:40][CH2:39][CH:34]3[CH2:35][CH2:36][CH2:37][CH2:38][NH:33]3)=[O:22])[CH:14]=[CH:13][N:12]=2)=[CH:4][CH:3]=1. Procedure: Intermediate 9 (1 mmol) was coupled with 2-aminomethyl-piperidine-1-carboxylic acid tert-butyl ester (3 mmol) using EDC (2 mmol) in DMF (10 mL). The DMF was removed by rotary evaporation and the residue purified by flash chromatography on silica gel (ethyl acetate as eluent.) The resulting product was deprotected following procedure G. LC-MS showed the product had the expected M+H+ of 432. 1H NMR (Varian 300 MHz, DMSO-d6, shifts relative to the solvent peak at 2.49 ppm) δ 8.5-8.65 (m, 2H) 8.38 (... Reactants: COc1ccc(-c2ccccc2NS(C)(=O)=O)cc1, ClCCCl. Yields the product CS(=O)(=O)Nc1ccccc1-c1ccc(O)cc1. Reaction SMILES: [CH3:1][O:2][c:3]1[cH:4][cH:5][c:6](-[c:9]2[c:10]([NH:15][S:16](=[O:17])(=[O:18])[CH3:19])[cH:11][cH:12][cH:13][cH:14]2)[cH:7][cH:8]1.[Cl:20][CH2:21][CH2:22][Cl:23]>>[OH:2][c:3]1[cH:4][cH:5][c:6](-[c:9]2[c:10]([NH:15][S:16](=[O:17])(=[O:18])[CH3:19])[cH:11][cH:12][cH:13][cH:14]2)[cH:7][cH:8]1. The reactants are ClCCCCCBr, Sc1ccccc1. Product: ClCCCCCSc1ccccc1. As a reaction SMILES: [Br:8][CH2:9][CH2:10][CH2:11][CH2:12][CH2:13][Cl:14].[SH:1][c:2]1[cH:3][cH:4][cH:5][cH:6][cH:7]1>>[S:1]([c:2]1[cH:3][cH:4][cH:5][cH:6][cH:7]1)[CH2:9][CH2:10][CH2:11][CH2:12][CH2:13][Cl:14]. Yields the product ClCCOc1ccc(-c2nnc(CSCCOc3ccccc3)o2)cc1. As a reaction SMILES: [Br:24][CH2:25][CH2:26][Cl:27].[O:1]([c:2]1[cH:3][cH:4][cH:5][cH:6][cH:7]1)[CH2:8][CH2:9][S:10][CH2:11][c:12]1[n:13][n:14][c:15](-[c:17]2[cH:18][cH:19][c:20]([OH:23])[cH:21][cH:22]2)[o:16]1>>[O:1]([c:2]1[cH:3][cH:4][cH:5][cH:6][cH:7]1)[CH2:8][CH2:9][S:10][CH2:11][c:12]1[n:13][n:14][c:15](-[c:17]2[cH:18][cH:19][c:20]([O:23][CH2:25][CH2:26][Cl:27])[cH:21][cH:22]2)[o:16]1. Starting materials: ClCCBr, Oc1ccc(-c2nnc(CSCCOc3ccccc3)o2)cc1. Reactants: CC(C)(C)OC(=O)N1CCc2cc(OCc3ccccc3)ccc21, CO. Product: CC(C)(C)OC(=O)N1CCc2cc(O)ccc21. RXN SMILES: [C:1]([CH3:2])([CH3:3])([CH3:4])[O:5][C:6](=[O:7])[N:8]1[CH2:9][CH2:10][c:11]2[cH:12][c:13]([O:17][CH2:18][c:19]3[cH:20][cH:21][cH:22][cH:23][cH:24]3)[cH:14][cH:15][c:16]21.[CH3:25][OH:26]>>[C:1]([CH3:2])([CH3:3])([CH3:4])[O:5][C:6](=[O:7])[N:8]1[CH2:9][CH2:10][c:11]2[cH:12][c:13]([OH:17])[cH:14][cH:15][c:16]21. Starting materials: C[Al](C)C, Cc1ccccc1, COC(=O)c1cc2nc(Nc3c(Cl)cncc3Cl)n(C)c2c2c1OC(C)(C)C2, Nc1cccc(C(F)(F)F)c1. Yields the product Cn1c(Nc2c(Cl)cncc2Cl)nc2cc(C(=O)Nc3cccc(C(F)(F)F)c3)c3c(c21)CC(C)(C)O3. Reaction SMILES: [CH3:40][Al:41]([CH3:42])[CH3:43].[CH3:44][c:45]1[cH:46][cH:47][cH:48][cH:49][cH:50]1.[Cl:1][c:2]1[cH:3][n:4][cH:5][c:6]([Cl:28])[c:7]1[NH:8][c:9]1[n:10][c:11]2[c:12]([n:13]1[CH3:14])[c:15]1[c:19]([c:20]([C:22]([O:24][CH3:23])=[O:25])[cH:21]2)[O:18][C:17]([CH3:26])([CH3:27])[CH2:16]1.[F:29][C:30]([c:31]1[cH:32][c:33]([NH2:34])[cH:35][cH:36][cH:37]1)([F:38])[F:39]>>[Cl:1][c:2]1[cH:3][n:4][cH:5][c:6]([Cl:28])[c:7]1[NH:8][c:9]1[n:10][c:11]2[c:12]([n:13]1[CH3:14])[c:15]1[c:19]([c:20]([C:22](=[O:24])[NH:34][c:33]3[cH:32][c:31]([C:30]([F:29])([F:38])[F:39])[cH:37][cH:36][cH:35]3)[cH:21]2)[O:18][C:17]([CH3:26])([CH3:27])[CH2:16]1. The reactants are C(C)OC(=O)C=1NC2=CC=CC(=C2C1)OC1=C(C(=CC(=C1)F)F)[N+](=O)[O-] (4-(3,5-Difluoro-2-nitro-phenoxy)-1H-indole-2-carboxylic acid ethyl ester). The reagents and catalysts are [Pd] (Pd—C). Run in C(C)(=O)OCC (ethyl acetate). Reaction conditions: time 2 hour. Product: C(C)OC(=O)C=1NC2=CC=CC(=C2C1)OC1=C(C(=CC(=C1)F)F)N (4-(2-Amino-3,5-difluoro-phenoxy)-1H-indole-2-carboxylic acid ethyl ester). RXN SMILES: [CH2:1]([O:3][C:4]([C:6]1[NH:7][C:8]2[C:13]([CH:14]=1)=[C:12]([O:15][C:16]1[CH:21]=[C:20]([F:22])[CH:19]=[C:18]([F:23])[C:17]=1[N+:24]([O-])=O)[CH:11]=[CH:10][CH:9]=2)=[O:5])[CH3:2]>C(OCC)(=O)C.[Pd]>[CH2:1]([O:3][C:4]([C:6]1[NH:7][C:8]2[C:13]([CH:14]=1)=[C:12]([O:15][C:16]1[CH:21]=[C:20]([F:22])[CH:19]=[C:18]([F:23])[C:17]=1[NH2:24])[CH:11]=[CH:10][CH:9]=2)=[O:5])[CH3:2]. Reported procedure: 154 (1.8 g, 4.87 mmol) is dissolved in 150 ml of ethyl acetate and, after addition of Pd—C (500 mg), the mixture is hydrogenated at room temperature for 2 hours. The mixture is filtrated over celite to remove the catalyst and evaporated.